This data is from the Open Reaction Database (ORD), a public repository of structured organic reaction records. The task is: describe an organic reaction: reactants, conditions, products, and yield Starting materials: Congo red, Cl (hydrochloric acid), BrC(C(=O)OCC)C (ethyl 2bromopropionate), S(=O)(=O)([O-])OOS(=O)(=O)[O-].[K+].[K+] (potassium persulfate), C1(=CC=CC=C1)O (phenol), Cl (hydrochloric acid). Run in O (water), [OH-].[Na+] (sodium hydroxide). Conditions: temperature 20 celsius, time 36 hour. The product is OC1=CC=C(OC(C(=O)OCC)C)C=C1 (ethyl 2-(4-hydroxyphenoxy)propionate). As a reaction SMILES: S(OOS([O-])(=O)=O)([O-])(=O)=[O:2].[K+].[K+].[C:13]1([OH:19])[CH:18]=[CH:17][CH:16]=[CH:15][CH:14]=1.Cl.Br[CH:22]([CH3:28])[C:23]([O:25][CH2:26][CH3:27])=[O:24]>O.[OH-].[Na+]>[OH:19][C:13]1[CH:18]=[CH:17][C:16]([O:2][CH:22]([CH3:28])[C:23]([O:25][CH2:26][CH3:27])=[O:24])=[CH:15][CH:14]=1 |f:0.1.2,7.8|. Procedure details: A solution of potassium persulfate (27 g, 0.1 mole) in water (500 ml) was added slowly to a stirred solution of phenol (9.4 g, 0.1 mole) in aqueous 10% sodium hydroxide (200 ml) which was maintained at or below a temperature of 20° C. throughout the addition. After stirring for a period of 36 hours at room temperature the solution was acidified to pH 4.0 (Congo red) using concentrated hydrochloric acid and the acidic solution was extracted with diethyl ether (2 x 500 ml). The aqueous phase was m... The reactants are CC(=O)O, CC(=O)O[BH-](OC(C)=O)OC(C)=O, CN(C)CCN, CO, CNc1nccc(-c2cccnc2Oc2ccc(NC(=O)c3cccc(C=O)c3)cc2C)n1, [Na+]. The product is CNc1nccc(-c2cccnc2Oc2ccc(NC(=O)c3cccc(CNCCN(C)C)c3)cc2C)n1. As a reaction SMILES: [C:40]([OH:41])(=[O:42])[CH3:43].[C:44]([O:45][BH-:46]([O:47][C:48](=[O:49])[CH3:50])[O:51][C:52](=[O:53])[CH3:54])(=[O:55])[CH3:56].[CH3:34][N:35]([CH2:36][CH2:37][NH2:38])[CH3:39].[CH3:58][OH:59].[CH:1](=[O:2])[c:3]1[cH:4][c:5]([C:6](=[O:7])[NH:8][c:9]2[cH:10][c:11]([CH3:30])[c:12]([O:15][c:16]3[n:17][cH:18][cH:19][cH:20][c:21]3-[c:22]3[n:23][c:24]([NH:28][CH3:29])[n:25][cH:26][cH:27]3)[cH:13][cH:14]2)[cH:31][cH:32][cH:33]1.[Na+:57]>>[CH2:1]([c:3]1[cH:4][c:5]([C:6](=[O:7])[NH:8][c:9]2[cH:10][c:11]([CH3:30])[c:12]([O:15][c:16]3[n:17][cH:18][cH:19][cH:20][c:21]3-[c:22]3[n:23][c:24]([NH:28][CH3:29])[n:25][cH:26][cH:27]3)[cH:13][cH:14]2)[cH:31][cH:32][cH:33]1)[NH:38][CH2:37][CH2:36][N:35]([CH3:34])[CH3:39]. The reactants are BrC=1SC(=C(N1)C(NC=1C=NN(C1[C@H]1OC[C@@H]([C@@H](CC1)NC(=O)OC(C)(C)C)OC)C)=O)NC(OC(C)(C)C)=O (tert-butyl N-[2-bromo-4-[[5-[(2S,5R,6R)-5-(tert-butoxycarbonylamino)-6-methoxy-oxepan-2-yl]-1-methyl-pyrazol-4-yl]carbamoyl]thiazol-5-yl]carbamate), BrC=1SC(=C(N1)C(NC=1C=NN(C1[C@H]1OC[C@@H]([C@@H](CC1)NC(=O)OC(C)(C)C)OC)C)=O)NC(OC(C)(C)C)=O (tert-butyl N-[2-bromo-4-[[5-[(2S,5R,6R)-5-(tert-butoxycarbonylamino)-6-methoxy-oxepan-2-yl]-1-methyl-pyrazol-4-yl]carbamoyl]thiazol-5-yl]carbamate), FC1=C(C(=CC=C1)C(F)(F)F)B(O)O ((2-fluoro-6-(trifluoromethyl)phenyl)boronic acid). The product is NC1=C(N=C(S1)C1=C(C=CC=C1C(F)(F)F)F)C(=O)NC=1C=NN(C1[C@H]1OC[C@@H]([C@@H](CC1)N)OC)C (5-amino-N-(5-((2S,5R,6R)-5-amino-6-methoxyoxepan-2-yl)-1-methyl-1H-pyrazol-4-yl)-2-(2-fluoro-6-(trifluoromethyl)phenyl)thiazole-4-carboxamide). Reaction SMILES: Br[C:2]1[S:3][C:4]([NH:33]C(=O)OC(C)(C)C)=[C:5]([C:7](=[O:32])[NH:8][C:9]2[CH:10]=[N:11][N:12]([CH3:31])[C:13]=2[C@@H:14]2[CH2:20][CH2:19][C@@H:18]([NH:21]C(OC(C)(C)C)=O)[C@@H:17]([O:29][CH3:30])[CH2:16][O:15]2)[N:6]=1.[F:41][C:42]1[CH:47]=[CH:46][CH:45]=[C:44]([C:48]([F:51])([F:50])[F:49])[C:43]=1B(O)O>>[NH2:33][C:4]1[S:3][C:2]([C:43]2[C:44]([C:48]([F:50])([F:51])[F:49])=[CH:45][CH:46]=[CH:47][C:42]=2[F:41])=[N:6][C:5]=1[C:7]([NH:8][C:9]1[CH:10]=[N:11][N:12]([CH3:31])[C:13]=1[C@@H:14]1[CH2:20][CH2:19][C@@H:18]([NH2:21])[C@@H:17]([O:29][CH3:30])[CH2:16][O:15]1)=[O:32]. Procedure details: Following the procedure for Example 101 starting from tert-butyl N-[2-bromo-4-[[5-[(2S,5R,6R)-5-(tert-butoxycarbonylamino)-6-methoxy-oxepan-2-yl]-1-methyl-pyrazol-4-yl]carbamoyl]thiazol-5-yl]carbamate (Intermediate 98), and replacing 3,6-dihydro-2H-pyran-4-boronic acid pinacol ester with (2-fluoro-6-(trifluoromethyl)phenyl)boronic acid gave 279. 1H NMR (400 MHz, DMSO-d6) δ 9.41 (s, 1H), 7.90 (s, 1H), 7.84-7.68 (m, 3H), 7.47 (s, 2H), 5.03 (t, J=5.2 Hz, 1H), 3.71-3.52 (m, 5H), 3.29-3.13 (m, 2H), 2... The reactants are O (Water), OC1=CC2=C(N(C(C(O2)C)=S)C)C=C1 (7-hydroxy-2,4-dimethyl-2H-1,4-benzoxazine-3 (4H)-thione), ClC=1C=C(C=C(C1F)F)C(F)(F)F (3-chloro-4,5-difluorotrifluoromethylbenzene), C([O-])([O-])=O.[K+].[K+] (potassium carbonate). Run in CS(=O)C (DMSO). Reaction conditions: temperature 80 celsius, time 1 hour. Product: ClC1=C(OC2=CC3=C(N(C(C(O3)C)=S)C)C=C2)C(=CC(=C1)C(F)(F)F)F (7-(2-Chloro-6-fluoro-4-trifluoromethylphenoxy)-2,4-dimethyl-2H-1,4-benzoxazine-3 (4H)-thione). Reaction SMILES: [OH:1][C:2]1[CH:14]=[CH:13][C:5]2[N:6]([CH3:12])[C:7](=[S:11])[CH:8]([CH3:10])[O:9][C:4]=2[CH:3]=1.[Cl:15][C:16]1[CH:17]=[C:18]([C:24]([F:27])([F:26])[F:25])[CH:19]=[C:20]([F:23])[C:21]=1F.C(=O)([O-])[O-].[K+].[K+].O>CS(C)=O>[Cl:15][C:16]1[CH:17]=[C:18]([C:24]([F:25])([F:26])[F:27])[CH:19]=[C:20]([F:23])[C:21]=1[O:1][C:2]1[CH:14]=[CH:13][C:5]2[N:6]([CH3:12])[C:7](=[S:11])[CH:8]([CH3:10])[O:9][C:4]=2[CH:3]=1 |f:2.3.4|. Procedure details: First, 7-hydroxy-2,4-dimethyl-2H-1,4-benzoxazine-3 (4H)-thione (0.2 g) and 3-chloro-4,5-difluorotrifluoromethylbenzene (0.3 g) were dissolved in DMSO (5 ml), potassium carbonate (0.2 g) was added thereto, and the mixture was stirred at 80° C. for one hr. Water (10 ml) was added thereto to terminate the reaction, and the reaction mixture was extracted with ethyl acetate (20 ml×2), washed with water and a saturated saline solution and dried over anhydrous magnesium sulfate. The solvent was distill... Reactants: CN(C=O)C (N,N-Dimethylformamide), BrC=1C=C(C=CC1)CC (3-bromo-ethylbenzene), C(CCC)[Li] (n-butyllithium), solution. Solvent: O1CCCC1 (tetrahydrofuran), hexanes. Reaction conditions: time 1 hour. Product: C(C)C=1C=C(C=O)C=CC1 (3-Ethylbenzaldehyde). Reaction SMILES: Br[C:2]1[CH:3]=[C:4]([CH2:8][CH3:9])[CH:5]=[CH:6][CH:7]=1.C([Li])CCC.CN(C)[CH:17]=[O:18]>O1CCCC1>[CH2:8]([C:4]1[CH:3]=[C:2]([CH:7]=[CH:6][CH:5]=1)[CH:17]=[O:18])[CH3:9]. Procedure: A solution of 3-bromo-ethylbenzene (25 g) in dry tetrahydrofuran (350 ml) at −70° C. was treated dropwise with n-butyllithium (59 ml of a 2.5M solution in hexanes) and stirred for 1 hour. N,N-Dimethylformamide (30 ml) was added and the solution was stirred at −70° C. for 1 hour and allowed to warm to room temperature. The reaction mixture was partitioned between saturated ammonium chloride solution and ethyl acetate. The organic phase was washed with 1N hydrochloric acid, dried (MgSO4) and evapo... Reactants: O=C([O-])[O-], COC(=O)c1ccc(I)cc1, CN(C)C=O, Cn1ccnc1, [Cs+], [Cs+], [Na+], CC(=O)[O-], CC(=O)[O-], [OH-], [Pd+2], c1ccc(P(c2ccccc2)c2ccccc2)cc1. The product is COC(=O)c1ccc(-c2cncn2C)cc1. RXN SMILES: [C:1](=[O:2])([O-:3])[O-:4].[CH3:13][O:14][C:15]([c:16]1[cH:17][cH:18][c:19]([I:22])[cH:20][cH:21]1)=[O:23].[CH3:54][N:55]([CH3:56])[CH:57]=[O:58].[CH3:7][n:8]1[cH:9][n:10][cH:11][cH:12]1.[Cs+:5].[Cs+:6].[Na+:44].[O-:46][C:47]([CH3:48])=[O:49].[O-:50][C:51]([CH3:52])=[O:53].[OH-:43].[Pd+2:45].[c:24]1([P:25]([c:26]2[cH:27][cH:28][cH:29][cH:30][cH:31]2)[c:32]2[cH:33][cH:34][cH:35][cH:36][cH:37]2)[cH:38][cH:39][cH:40][cH:41][cH:42]1>>[CH3:7][n:8]1[cH:9][n:10][cH:11][c:12]1-[c:19]1[cH:18][cH:17][c:16]([C:15]([O:14][CH3:13])=[O:23])[cH:21][cH:20]1. As a reaction SMILES: [CH3:1][C:2]1([C:7]2[O:11][C:10]([CH2:12][N:13]3[CH:17]=[C:16]([NH2:18])[CH:15]=[N:14]3)=[CH:9][CH:8]=2)[O:6]CCO1.[C:19]1([C:25]2[O:29][CH:28]=[N:27][C:26]=2[C:30](O)=[O:31])[CH:24]=[CH:23][CH:22]=[CH:21][CH:20]=1>>[C:2]([C:7]1[O:11][C:10]([CH2:12][N:13]2[CH:17]=[C:16]([NH:18][C:30]([C:26]3[N:27]=[CH:28][O:29][C:25]=3[C:19]3[CH:20]=[CH:21][CH:22]=[CH:23][CH:24]=3)=[O:31])[CH:15]=[N:14]2)=[CH:9][CH:8]=1)(=[O:6])[CH3:1]. Yields the product C(C)(=O)C1=CC=C(O1)CN1N=CC(=C1)NC(=O)C=1N=COC1C1=CC=CC=C1 (5-Phenyl-oxazole-4-carboxylic acid [1-(5-acetyl-furan-2-ylmethyl)-1H-pyrazol-4-yl]-amide). The reactants are CC1(OCCO1)C1=CC=C(O1)CN1N=CC(=C1)N (1-[5-(2-methyl-[1,3]dioxolan-2-yl)-furan-2-ylmethyl]-1H-pyrazol-4-ylamine), C1(=CC=CC=C1)C1=C(N=CO1)C(=O)O (5-phenyl-oxazole-4-carboxylic acid). Reported procedure: Following general procedure B followed by either C or D, starting from 1-[5-(2-methyl-[1,3]dioxolan-2-yl)-furan-2-ylmethyl]-1H-pyrazol-4-ylamine and 5-phenyl-oxazole-4-carboxylic acid. Reactants: C(Cl)(Cl)Cl.CO (chloroform methanol), ClC=1C=CC2=C(N([C@H]3[C@@H](S2)[C@H]([C@@H]([C@H](O3)COC)OCOC)OCOC)CCN(CC)CC)C1 ((2R, 3R, 4S, 4aS, 10aR)-8-chloro-10-(2-diethylaminoethyl) -3,4-dimethoxymethyloxy-2-methoxymethyl -2, 3, 4, 4a, 10, 10a-hexahydropyrano [3, 2-b] [1, 4] benzothiazine). The solvent is CO (methanol), Cl (hydrogen chloride), CO (methanol). Run at time 2.5 hour. The product is ClC=1C=CC2=C(N([C@H]3[C@@H](S2)[C@H]([C@@H]([C@H](O3)COC)O)O)CCN(CC)CC)C1 ((2R, 3S, 4S, 4aS, 10aR)-8-chloro-10-(2-diethylaminoethyl) -3,4-dihydroxy-2-methoxymethyl-2, 3, 4, 4a, 10, 10a-hexahydropyrano [3, 2-b] [1, 4] benzothiazine). Yield: 90.8%. RXN SMILES: [Cl:1][C:2]1[CH:3]=[CH:4][C:5]2[S:10][C@H:9]3[C@@H:11]([O:22]COC)[C@H:12]([O:18]COC)[C@@H:13]([CH2:15][O:16][CH3:17])[O:14][C@H:8]3[N:7]([CH2:26][CH2:27][N:28]([CH2:31][CH3:32])[CH2:29][CH3:30])[C:6]=2[CH:33]=1.C(Cl)(Cl)Cl.CO>CO.Cl>[Cl:1][C:2]1[CH:3]=[CH:4][C:5]2[S:10][C@H:9]3[C@@H:11]([OH:22])[C@H:12]([OH:18])[C@@H:13]([CH2:15][O:16][CH3:17])[O:14][C@H:8]3[N:7]([CH2:26][CH2:27][N:28]([CH2:31][CH3:32])[CH2:29][CH3:30])[C:6]=2[CH:33]=1 |f:1.2|. Procedure details: The compound (26) 63 mg obtained in Example 25 was dissolved in 1 ml of methanol saturated with hydrogen chloride and 3 ml of methanol, and the solution was stirred for 2.5 hours at room temperature. The solution was concentrated under reduced pressure, the resulting residue was poured into 0.5N aqueous sodium hydroxide, and the mixture was extracted with ethyl acetate. The organic layer was washed with water, and saturated aqueous sodium chloride successively. The solution was dried over anhydr...